Dataset: the Open Reaction Database (ORD), a public repository of structured organic reaction records. Task: describe an organic reaction: reactants, conditions, products, and yield Starting materials: ClC=1C=C(C=CC1Cl)C(C=O)CC1OCCO1 (2-(3,4-dichlorophenyl)-3-(1,3-dioxolan-2-yl)propan-1-al), [BH4-].[Na+] (Sodium borohydride), ice, C(C)(=O)O (acetic acid), C([O-])([O-])=O.[Na+].[Na+] (sodium carbonate). Run in ClCCl (Dichloromethane), ClCCl (dichloromethane), C(C)O (ethanol), O (water). Run at temperature 0 celsius, time 30 minute. Yields the product ClC=1C=C(C=CC1Cl)C(CO)CC1OCCO1 (2-(3,4-dichlorophenyl)-3-(1,3-dioxolan-2-yl)propan-1-ol). The yield is 101.3%. As a reaction SMILES: [BH4-].[Na+].[Cl:3][C:4]1[CH:5]=[C:6]([CH:11]([CH2:14][CH:15]2[O:19][CH2:18][CH2:17][O:16]2)[CH:12]=[O:13])[CH:7]=[CH:8][C:9]=1[Cl:10].C(O)(=O)C.C(=O)([O-])[O-].[Na+].[Na+]>C(O)C.O.ClCCl>[Cl:3][C:4]1[CH:5]=[C:6]([CH:11]([CH2:14][CH:15]2[O:16][CH2:17][CH2:18][O:19]2)[CH2:12][OH:13])[CH:7]=[CH:8][C:9]=1[Cl:10] |f:0.1,4.5.6|. Reported procedure: Sodium borohydride (5 g) was added in two portions, over 40 minutes, to an ice-cooled solution of 2-(3,4-dichlorophenyl)-3-(1,3-dioxolan-2-yl)propan-1-al (53.5 g) (see Preparation 14) in ethanol (300 ml). The mixture was stirred for a further 30 minutes before removing the solvent under reduced pressure to give a residue. This was suspended in water (200 ml), cooled to 0° C. and the mixture acidified (pH<6) with glacial acetic acid. Dichloromethane was added and the aqueous phase basified (pH>8)...